Dataset: the Open Reaction Database (ORD), a public repository of structured organic reaction records. Task: describe an organic reaction: reactants, conditions, products, and yield Starting materials: BrCCO[Si](C)(C)C(C)(C)C ((2-bromoethoxy)(tert-butyl)dimethylsilane), COC=1C=CC2=C(NC(CO2)=O)C1 (6-Methoxy-2H-1,4-benzoxazin-3(4H)-one), COC=1C=CC2=C(NC(CO2)=O)C1 (6-Methoxy-2H-1,4-benzoxazin-3(4H)-one), [H-].[Na+] (sodium hydride). The solvent is CN(C)C=O (DMF). Conditions: temperature 70 celsius, time 20 minute. The product is [Si](C)(C)(C(C)(C)C)OCCC1OC2=C(NC1=O)C=C(C=C2)OC (2-{[tert-Butyl(dimethyl)silyl]oxy}ethyl-6-methoxy-2H-1,4-benzoxazin-3(4H)-one). As a reaction SMILES: [CH3:1][O:2][C:3]1[CH:4]=[CH:5][C:6]2[O:11][CH2:10][C:9](=[O:12])[NH:8][C:7]=2[CH:13]=1.[H-].[Na+].Br[CH2:17][CH2:18][O:19][Si:20]([C:23]([CH3:26])([CH3:25])[CH3:24])([CH3:22])[CH3:21]>CN(C=O)C>[Si:20]([O:19][CH2:18][CH2:17][CH:10]1[C:9](=[O:12])[NH:8][C:7]2[CH:13]=[C:3]([O:2][CH3:1])[CH:4]=[CH:5][C:6]=2[O:11]1)([C:23]([CH3:26])([CH3:25])[CH3:24])([CH3:22])[CH3:21] |f:1.2|. Reported procedure: To a solution of 6-methoxy-2H-1,4-benzoxazin-3(4H)-one (Intermediate 48) (800 mg, 4.5 mmol) in DMF (16 mL) was added sodium hydride (60% in mineral oil, 260 mg, 6.5 mmol). After 20 minutes, (2-bromoethoxy)(tert-butyl)dimethylsilane (1.4 mL, 6.5 mmol) was added and it was heated to 70° C. in the microwave for 40 minutes. The reaction mixture was partitioned between water (100 mL) and ethyl acetate (100 mL). The aqueous phase was extracted with ethyl acetate (4×50 mL). The combined organic phases ... Reactants: Cl (hydrogen chloride), C(C)(C)(C)OC(=O)N1C(N(C2=C1C(=CC=C2)C2CN(CC2)C(=O)OC(C)(C)C)CC2=CC=CC=C2)=O (3-benzyl-7-(1-tert-butoxycarbonyl-pyrrolidin-3-yl)-2-oxo-2,3-dihydro-benzoimidazole-1-carboxylic acid tert-butyl ester), CCOCC (ether). Solvent: C(C)O (ethanol). Yields the product Cl.C(C1=CC=CC=C1)N1C(NC2=C1C=CC=C2C2CNCC2)=O (1-benzyl-4-pyrrolidin-3-yl-1,3-dihydro-benzoimidazol-2-one hydrochloride). RXN SMILES: C(OC([N:8]1[C:12]2[C:13]([CH:17]3[CH2:21][CH2:20][N:19](C(OC(C)(C)C)=O)[CH2:18]3)=[CH:14][CH:15]=[CH:16][C:11]=2[N:10]([CH2:29][C:30]2[CH:35]=[CH:34][CH:33]=[CH:32][CH:31]=2)[C:9]1=[O:36])=O)(C)(C)C.[ClH:37].CCOCC>C(O)C>[ClH:37].[CH2:29]([N:10]1[C:11]2[CH:16]=[CH:15][CH:14]=[C:13]([CH:17]3[CH2:21][CH2:20][NH:19][CH2:18]3)[C:12]=2[NH:8][C:9]1=[O:36])[C:30]1[CH:31]=[CH:32][CH:33]=[CH:34][CH:35]=1 |f:4.5|. Reported procedure: A solution of 3-benzyl-7-(1-tert-butoxycarbonyl-pyrrolidin-3-yl)-2-oxo-2,3-dihydro-benzoimidazole-1-carboxylic acid tert-butyl ester (80 mg., 0.273 mmol) in 5 mL ethanol was heated to reflux and 2 N ethanolic hydrogen chloride was added (0.5 mL.) The reaction mixture was refluxed for 45 minutes at which point ether (2 mL) was added slowly. A solid precipitate formed on cooling and was removed by filtration to afford 40 mg of 1-benzyl-4-pyrrolidin-3-yl-1,3-dihydro-benzoimidazol-2-one hydrochlorid... Starting materials: FC(OC=1C=C2C(=CNC2=CC1)C(=O)O)F (5-(difluoromethoxy)-1H-indole-3-carboxylic acid), FC(OC1=CC=C2C=CNC2=C1)F (6-difluoromethoxyindole). The product is FC(OC1=CC=C2C(=CNC2=C1)C(=O)O)F (6-(difluoromethoxy)-1H-indole-3-carboxylic acid). As a reaction SMILES: FC(F)O[C:4]1[CH:5]=[C:6]2[C:10](=[CH:11][CH:12]=1)[NH:9][CH:8]=[C:7]2[C:13]([OH:15])=[O:14].[F:17][CH:18]([F:29])[O:19]C1C=C2C(C=CN2)=CC=1>>[F:17][CH:18]([F:29])[O:19][C:12]1[CH:11]=[C:10]2[C:6]([C:7]([C:13]([OH:15])=[O:14])=[CH:8][NH:9]2)=[CH:5][CH:4]=1. Reported procedure: Prepared as for 5-(difluoromethoxy)-1H-indole-3-carboxylic acid (Example 6) starting with 6-difluoromethoxyindole (WO 97/45408 A1). MS (m/e) 227. The reactants are CC(C)(C)OC(=O)Nc1ccc(C2CC2)cc1NC(=O)CC(=O)c1cccc(C#N)c1, ClCCl, O=C(O)C(F)(F)F. Yields the product N#Cc1cccc(C2=Nc3ccc(C4CC4)cc3NC(=O)C2)c1. Reaction SMILES: [C:1]([O:2][C:3](=[O:4])[NH:7][c:8]1[c:9]([NH:17][C:18]([CH2:19][C:20](=[O:5])[c:22]2[cH:23][c:24]([C:28]#[N:29])[cH:25][cH:26][cH:27]2)=[O:30])[cH:10][c:11]([CH:14]2[CH2:15][CH2:16]2)[cH:12][cH:13]1)([CH3:6])([CH3:21])[CH3:31].[Cl:39][CH2:40][Cl:41].[F:32][C:33]([F:34])([F:35])[C:36]([OH:37])=[O:38]>>[N:7]1=[C:20]([c:22]2[cH:23][c:24]([C:28]#[N:29])[cH:25][cH:26][cH:27]2)[CH2:19][C:18](=[O:30])[NH:17][c:9]2[c:8]1[cH:13][cH:12][c:11]([CH:14]1[CH2:15][CH2:16]1)[cH:10]2. The reactants are O=C([O-])[O-], CN1CCNCC1, O=[N+]([O-])c1ccc(F)cc1Cl, [K+], [K+], CN(C)C=O, O. Yields the product CN1CCN(c2ccc([N+](=O)[O-])c(Cl)c2)CC1. Reaction SMILES: [C:19](=[O:20])([O-:21])[O-:22].[CH3:12][N:13]1[CH2:14][CH2:15][NH:16][CH2:17][CH2:18]1.[Cl:1][c:2]1[c:3]([N+:9](=[O:10])[O-:11])[cH:4][cH:5][c:6]([F:8])[cH:7]1.[K+:23].[K+:24].[O:25]=[CH:26][N:27]([CH3:28])[CH3:29].[OH2:30]>>[Cl:1][c:2]1[c:3]([N+:9](=[O:10])[O-:11])[cH:4][cH:5][c:6]([N:16]2[CH2:15][CH2:14][N:13]([CH3:12])[CH2:18][CH2:17]2)[cH:7]1. Starting materials: O (water), BrC1=C(C(=O)O)C=C(C=C1)OC (2-bromo-5-methoxybenzoic acid), B(Br)(Br)Br (boron tribromide), B(Br)(Br)Br (boron tribromide). The solvent is C(Cl)Cl (methylene chloride). Conditions: temperature -60 celsius, time 1 hour. Yields the product BrC1=C(C(=O)O)C=C(C=C1)O (2-Bromo-5-hydroxybenzoic acid). Reaction SMILES: [Br:1][C:2]1[CH:10]=[CH:9][C:8]([O:11]C)=[CH:7][C:3]=1[C:4]([OH:6])=[O:5].B(Br)(Br)Br.O>C(Cl)Cl>[Br:1][C:2]1[CH:10]=[CH:9][C:8]([OH:11])=[CH:7][C:3]=1[C:4]([OH:6])=[O:5]. Procedure: A mixture of 2-bromo-5-methoxybenzoic acid (10 g, 0.043 mol) in methylene chloride is cooled to -60° C., treated with boron tribromide (3.59 g, 0.143 mol), stirred at -60° C. for 1 hour, stirred at room temperature for 1 hour, cooled to -70° C., treated with additional boron tribromide (3.59 g, 0.143 mol), stirred at -70° C. for 1 hour, stirred at room temperature for 1 hour and poured into water. The aqueous mixture is extracted with ethyl acetate. The organic extracts are combined, washed with... Starting materials: CC(C)(C)N, CCOC(C)=O, ClCCl, Cl, O=S(=O)(Cl)c1cccc2cnccc12. Product: CC(C)(C)NS(=O)(=O)c1cccc2cnccc12. Reaction SMILES: [CH3:16][C:17]([CH3:18])([CH3:19])[NH2:20].[CH3:21][CH2:22][O:23][C:24](=[O:25])[CH3:26].[Cl:27][CH2:28][Cl:29].[ClH:1].[cH:2]1[n:3][cH:4][cH:5][c:6]2[c:7]([S:12](=[O:13])(=[O:14])[Cl:15])[cH:8][cH:9][cH:10][c:11]12>>[cH:2]1[n:3][cH:4][cH:5][c:6]2[c:7]([S:12](=[O:13])(=[O:14])[NH:20][C:17]([CH3:16])([CH3:18])[CH3:19])[cH:8][cH:9][cH:10][c:11]12. Reactants: O=C(O)c1cc(F)ccc1Br, CCN=C=NCCCN(C)C, CCN(C(C)C)C(C)C, Cl, O=C(NCC(=O)N1CCNCC1)c1ccc(-c2ccccc2)cc1, CN(C)C=O, O, On1nnc2ccccc21. Yields the product O=C(NCC(=O)N1CCN(C(=O)c2cc(F)ccc2Br)CC1)c1ccc(-c2ccccc2)cc1. As a reaction SMILES: [Br:10][c:11]1[c:12]([C:13](=[O:14])[OH:15])[cH:16][c:17]([F:20])[cH:18][cH:19]1.[CH3:31][CH2:32][N:33]=[C:34]=[N:35][CH2:36][CH2:37][CH2:38][N:39]([CH3:40])[CH3:41].[CH:1]([N:2]([CH2:3][CH3:4])[CH:5]([CH3:6])[CH3:7])([CH3:8])[CH3:9].[ClH:42].[O:43]=[C:44]([CH2:45][NH:46][C:47](=[O:48])[c:49]1[cH:50][cH:51][c:52](-[c:55]2[cH:56][cH:57][cH:58][cH:59][cH:60]2)[cH:53][cH:54]1)[N:61]1[CH2:62][CH2:63][NH:64][CH2:65][CH2:66]1.[O:67]=[CH:68][N:69]([CH3:70])[CH3:71].[OH2:72].[OH:21][n:22]1[c:23]2[c:24]([cH:25][cH:26][cH:27][cH:28]2)[n:29][n:30]1>>[Br:10][c:11]1[c:12]([C:13](=[O:15])[N:64]2[CH2:63][CH2:62][N:61]([C:44](=[O:43])[CH2:45][NH:46][C:47](=[O:48])[c:49]3[cH:50][cH:51][c:52](-[c:55]4[cH:56][cH:57][cH:58][cH:59][cH:60]4)[cH:53][cH:54]3)[CH2:66][CH2:65]2)[cH:16][c:17]([F:20])[cH:18][cH:19]1.